Dataset: the Open Reaction Database (ORD), a public repository of structured organic reaction records. Task: describe an organic reaction: reactants, conditions, products, and yield The reactants are CC=1NC2=CC=CC=C2C1CCC (2-methyl-3-propylindole), I(=O)(=O)(=O)[O-].[Na+] (sodium periodate), O (water), O (water). Run in CO (methanol). Run at time 8 hour. Yields the product O=C(CCC)C1=C(C=CC=C1)NC(C)=O (N-[2-(1-Oxobutyl)phenyl]acetamide). Isolated yield 85.0%. RXN SMILES: [CH3:1][C:2]1[NH:3][C:4]2[C:9]([C:10]=1[CH2:11][CH2:12][CH3:13])=[CH:8][CH:7]=[CH:6][CH:5]=2.I([O-])(=O)(=O)=[O:15].[Na+].[OH2:20]>CO>[O:20]=[C:10]([C:9]1[CH:8]=[CH:7][CH:6]=[CH:5][C:4]=1[NH:3][C:2](=[O:15])[CH3:1])[CH2:11][CH2:12][CH3:13] |f:1.2|. Procedure details: A solution of 2-methyl-3-propylindole (159 g) in methanol (1370 ml) was stirred under nitrogen while a solution of sodium periodate (430.4 g) in water (2450 ml) was added over a period of one hour. External cooling was applied as necessary to maintain the reaction temperature at or below 25°. After stirring at room temperature overnight, the mixture was diluted with water (7 liters) and was extracted with dichloromethane (2 liters). The phases were separated, and the aqueous layer was extracted ... Reactants: [OH-].[Na+] (sodium hydroxide), Cl.C(C1=CC=CC=C1)[C@@H]1[C@@H](CN=C1N)CCC ((3S,4R)-4-benzyl-3-propyl-3,4-dihydro-2H-5-pyrroleamine hydrochloride). Run in CO (methanol). Run at time 30 minute. The product is C(C1=CC=CC=C1)[C@@H]1[C@@H](CN=C1N)CCC ((3S,4R)-4-benzyl-3-propyl-3,4-dihydro-2H-5-pyrroleamine). The yield is 89.4%. RXN SMILES: [OH-].[Na+].Cl.[CH2:4]([C@H:11]1[C:15]([NH2:16])=[N:14][CH2:13][C@H:12]1[CH2:17][CH2:18][CH3:19])[C:5]1[CH:10]=[CH:9][CH:8]=[CH:7][CH:6]=1>CO>[CH2:4]([C@H:11]1[C:15]([NH2:16])=[N:14][CH2:13][C@H:12]1[CH2:17][CH2:18][CH3:19])[C:5]1[CH:10]=[CH:9][CH:8]=[CH:7][CH:6]=1 |f:0.1,2.3|. Reported procedure: A basic resin-DIAION SA10A (14.5 g) that had been treated with aqueous sodium hydroxide solution was thoroughly washed with water and ethanol. The resin was then added to a solution of dl-[(3S,4R)-4-benzyl-3-propyl-3,4-dihydro-2H-5-pyrroleamine hydrochloride (1.63 g, 7.5 mmol) in methanol (30 ml) and the mixture was stirred for 30 minutes. After filtering the resin, the solvent was distilled off under reduced pressure to yield dl-[(3S,4R)-4-benzyl-3-propyl-3,4-dihydro-2H-5-pyrroleamine (1.45 g). The reactants are FC=1C=C(C=CC1)CC=O (3-fluorobenzeneacetaldehyde), C(C(C)C)[Mg]Br (isobutyl magnesium bromide), O (water). Run in C1CCOC1 (THF). Conditions: time 1 hour. Product: FC=1C=C(C=CC1)CC(CC(C)C)O (1-(3-fluorophenyl)-4-methyl-2-pentanol). Yield: 74.0%. As a reaction SMILES: [F:1][C:2]1[CH:3]=[C:4]([CH2:8][CH:9]=[O:10])[CH:5]=[CH:6][CH:7]=1.[CH2:11]([Mg]Br)[CH:12]([CH3:14])[CH3:13].O>C1COCC1>[F:1][C:2]1[CH:3]=[C:4]([CH2:8][CH:9]([OH:10])[CH2:11][CH:12]([CH3:14])[CH3:13])[CH:5]=[CH:6][CH:7]=1. Procedure: 97 mg of 3-fluorobenzeneacetaldehyde and 0.386 mL of isobutyl magnesium bromide (2 M/diethyl ether solution) were dissolved in of 0.2 mL of THF, followed by stirring at room temperature for 1 hour. After completion of the reaction, water was added to the reaction liquid, followed by extraction with chloroform, and the organic layer was then washed with saturated brine, dried over anhydrous sodium sulfate and then concentrated under reduced pressure. The residue obtained was purified using PLC (e... The reactants are COCCC(=O)O, CCN=C=NCCCN(C)C, CCN(C(C)C)C(C)C, ClCCl, NC1c2ccccc2CC1NC(=O)c1cc2cc(Cl)ccc2[nH]1, On1nnc2ccccc21. Yields the product COCCC(=O)NC1c2ccccc2CC1NC(=O)c1cc2cc(Cl)ccc2[nH]1. Reaction SMILES: [CH3:20][O:21][CH2:22][CH2:23][C:24](=[O:25])[OH:26].[CH3:27][CH2:28][N:29]=[C:30]=[N:31][CH2:32][CH2:33][CH2:34][N:35]([CH3:36])[CH3:37].[CH:1]([N:2]([CH2:3][CH3:4])[CH:5]([CH3:6])[CH3:7])([CH3:8])[CH3:9].[Cl:61][CH2:62][Cl:63].[NH2:38][CH:39]1[CH:40]([NH:48][C:49](=[O:50])[c:51]2[nH:52][c:53]3[cH:54][cH:55][c:56]([Cl:60])[cH:57][c:58]3[cH:59]2)[CH2:41][c:42]2[cH:43][cH:44][cH:45][cH:46][c:47]21.[OH:10][n:11]1[c:12]2[c:13]([cH:14][cH:15][cH:16][cH:17]2)[n:18][n:19]1>>[CH3:20][O:21][CH2:22][CH2:23][C:24](=[O:26])[NH:38][CH:39]1[CH:40]([NH:48][C:49](=[O:50])[c:51]2[nH:52][c:53]3[cH:54][cH:55][c:56]([Cl:60])[cH:57][c:58]3[cH:59]2)[CH2:41][c:42]2[cH:43][cH:44][cH:45][cH:46][c:47]21. The reactants are COc1ccc(C(F)(F)F)c2cnc(O)nc12, O=P(=O)OCl. Yields the product COc1ccc(C(F)(F)F)c2cnc(Cl)nc12. As a reaction SMILES: [CH3:1][O:2][c:3]1[cH:4][cH:5][c:6]([C:14]([F:15])([F:16])[F:17])[c:7]2[cH:8][n:9][c:10]([OH:13])[n:11][c:12]12.[P:18]([O:19][Cl:22])(=[O:20])=[O:21]>>[CH3:1][O:2][c:3]1[cH:4][cH:5][c:6]([C:14]([F:15])([F:16])[F:17])[c:7]2[cH:8][n:9][c:10]([Cl:22])[n:11][c:12]12. The reactants are NC=1SC2=C(N1)C=CC=C2 (2-aminobenzothiazole), CN(C(=O)Cl)C (N,N-dimethylcarbamoyl chloride), [Cl-].[Al+3].[Cl-].[Cl-] (aluminum chloride). Run in ClC=C(Cl)Cl (trichloroethylene). Run at time 40 hour. Yields the product CN(C(=O)NC=1SC2=C(N1)C=CC=C2)C (1,1-dimethyl-3-(2-benzothiazolyl)urea). Isolated yield 97.7%. As a reaction SMILES: [NH2:1][C:2]1[S:3][C:4]2[CH:10]=[CH:9][CH:8]=[CH:7][C:5]=2[N:6]=1.[CH3:11][N:12]([CH3:16])[C:13](Cl)=[O:14].[Cl-].[Al+3].[Cl-].[Cl-]>ClC=C(Cl)Cl>[CH3:11][N:12]([CH3:16])[C:13]([NH:1][C:2]1[S:3][C:4]2[CH:10]=[CH:9][CH:8]=[CH:7][C:5]=2[N:6]=1)=[O:14] |f:2.3.4.5|. Procedure details: Using 2-aminobenzothiazole (1.50 g), N,N-dimethylcarbamoyl chloride (1.29 g), aluminum chloride (1.60 g), and trichloroethylene (40 ml), the reaction is effected as in Example 1, except that the reflux is carried out for 40 hours. Thus, 1,1-dimethyl-3-(2-benzothiazolyl)urea (2.16 g) is obtained. Yield is 97.7%. Melting point is higher than 300° C. (after recrystallization from ethanol). The reactants are Cl.Cl.COC1=CC=C(C=C1)C(CC(=O)N1CCN(CC1)C1=C(C=CC=C1)OC)C1=CC=C(C=C1)OC (1-[3,3-bis-(4-methoxyphenyl)propionyl]-4-(2-methoxyphenyl)piperazine dihydrochloride), [N+](=O)([O-])C1=CC=C(C=C1)C(CC(=O)N1CCN(CC1)C1=C(C=CC=C1)OC)C1=CC=C(C=C1)[N+](=O)[O-] (1-[3,3-bis-(4-nitrophenyl)propionyl]-4-(2-methoxyphenyl)-piperazine). Yields the product Cl.Cl.COC1=CC=C(C=C1)C(CCN1CCN(CC1)C1=C(C=CC=C1)OC)C1=CC=C(C=C1)OC (1-[3,3-bis-(4-methoxyphenyl)propyl]-4-(2-methoxyphenyl)piperazine dihydrochloride). Procedure details: This product was obtained in accordance with the procedure described above, (in Example 3b), with the sole exception that Compound 4A was employed here in place of Compound 3A. In addition, extraction was carried out here with ethyl acetate rather than chloroform. The obtained residue was dissolved in diethyl ether; then, after treatment with charcoal, the resultant solution was acidified with excess hydrochloric acid (3 N solution, in diethyl ether). After 3 h, the precipitate was recovered by ... RXN SMILES: [ClH:1].Cl.[CH3:3][O:4][C:5]1[CH:10]=[CH:9][C:8]([CH:11]([C:29]2[CH:34]=[CH:33][C:32]([O:35][CH3:36])=[CH:31][CH:30]=2)[CH2:12][C:13]([N:15]2[CH2:20][CH2:19][N:18]([C:21]3[CH:26]=[CH:25][CH:24]=[CH:23][C:22]=3[O:27][CH3:28])[CH2:17][CH2:16]2)=O)=[CH:7][CH:6]=1.[N+](C1C=CC(C(C2C=CC([N+]([O-])=O)=CC=2)CC(N2CCN(C3C=CC=CC=3OC)CC2)=O)=CC=1)([O-])=O>>[ClH:1].[ClH:1].[CH3:36][O:35][C:32]1[CH:31]=[CH:30][C:29]([CH:11]([C:8]2[CH:9]=[CH:10][C:5]([O:4][CH3:3])=[CH:6][CH:7]=2)[CH2:12][CH2:13][N:15]2[CH2:20][CH2:19][N:18]([C:21]3[CH:26]=[CH:25][CH:24]=[CH:23][C:22]=3[O:27][CH3:28])[CH2:17][CH2:16]2)=[CH:34][CH:33]=1 |f:0.1.2,4.5.6|. Run at time 3 hour. Reported procedure: (3S)-3-(3,4-Dichlorophenyl)-3-((1R)-2-methyl-3-oxo-2,3-dihydro-1H-isoindol-1-yl)propionaldehyde (2.09 g) was coupled to 4-(2-oxoperhydropyrimidine-1-yl)piperidine (1.111 g) by a method similar to that described in Example 1 to give the title compound (3.31 g); mp 170°-210° C. (d); [α]D =36° (c=1.0); MS: m/z=515(M+1); NMR (CD3SOCD3): 1.66 (m,2), 1.78 (m,2), 2.18 (m,2), 3.05 (s,3), 4.39 (m,1), 4.86 (d,1, J=4), 6.75 (m,1), 6.95 (d,1, J=1.6), 7.3 (d,1, J=8), 7.5 (m,2), 7.64 (m,1), 7.94 (d,1, J=7.6).... Isolated yield 199.8%. The reactants are ClC=1C=C(C=CC1Cl)[C@H](CC=O)[C@H]1N(C(C2=CC=CC=C12)=O)C ((3S)-3-(3,4-Dichlorophenyl)-3-((1R)-2-methyl-3-oxo-2,3-dihydro-1H-isoindol-1-yl)propionaldehyde), O=C1N(CCCN1)C1CCNCC1 (4-(2-oxoperhydropyrimidine-1-yl)piperidine). Product: Cl.ClC=1C=C(C=CC1Cl)[C@H](CCN1CCC(CC1)N1C(NCCC1)=O)[C@H]1N(C(C2=CC=CC=C12)=O)C ((3R)-3-[(1S)-1-(3,4-Dichlorophenyl)-3-(4-(2-oxoperhydropyrimidine-1-yl)piperidino)propyl]-2-methyl-2,3-dihydroisoindol-1-one hydrochloride). RXN SMILES: [Cl:1][C:2]1[CH:3]=[C:4]([C@@H:9]([C@@H:13]2[C:21]3[C:16](=[CH:17][CH:18]=[CH:19][CH:20]=3)[C:15](=[O:22])[N:14]2[CH3:23])[CH2:10][CH:11]=O)[CH:5]=[CH:6][C:7]=1[Cl:8].[O:24]=[C:25]1[NH:30][CH2:29][CH2:28][CH2:27][N:26]1[CH:31]1[CH2:36][CH2:35][NH:34][CH2:33][CH2:32]1>>[ClH:1].[Cl:1][C:2]1[CH:3]=[C:4]([C@@H:9]([C@@H:13]2[C:21]3[C:16](=[CH:17][CH:18]=[CH:19][CH:20]=3)[C:15](=[O:22])[N:14]2[CH3:23])[CH2:10][CH2:11][N:34]2[CH2:35][CH2:36][CH:31]([N:26]3[CH2:27][CH2:28][CH2:29][NH:30][C:25]3=[O:24])[CH2:32][CH2:33]2)[CH:5]=[CH:6][C:7]=1[Cl:8] |f:2.3|. The reactants are ClC1=NC=2N(C(=C1)C1=CC(=CC=C1)C)N=C(C2)C (5-Chloro-7-(3-methylphenyl)-2-methylpyrazolo[1,5-a]pyrimidine), IN1C(CCC1=O)=O (N-iodosuccinimide). The solvent is C(Cl)Cl (CH2Cl2). Conditions: time 16 hour. Yields the product ClC1=NC=2N(C(=C1)C1=CC(=CC=C1)C)N=C(C2I)C (5-chloro-7-(3-methylphenyl)-3-iodo-2-methylpyrazolo[1,5-a]pyrimidine). The yield is 102.3%. RXN SMILES: [Cl:1][C:2]1[CH:7]=[C:6]([C:8]2[CH:13]=[CH:12][CH:11]=[C:10]([CH3:14])[CH:9]=2)[N:5]2[N:15]=[C:16]([CH3:18])[CH:17]=[C:4]2[N:3]=1.[I:19]N1C(=O)CCC1=O>C(Cl)Cl>[Cl:1][C:2]1[CH:7]=[C:6]([C:8]2[CH:13]=[CH:12][CH:11]=[C:10]([CH3:14])[CH:9]=2)[N:5]2[N:15]=[C:16]([CH3:18])[C:17]([I:19])=[C:4]2[N:3]=1. Reported procedure: 5-Chloro-7-(3-methylphenyl)-2-methylpyrazolo[1,5-a]pyrimidine (381 mg) is dissolved in CH2Cl2 (70 mL) and N-iodosuccinimide (NIS, 467 mg) is added to the reaction solution. The reaction mixture is stirred at room temperature for 16 hours. The reaction solvent is removed by distillation under reduced pressure. The remainder is extracted with ethyl acetate and water. The extracted organic layer is washed with 1 M NaHCO3 aqueous solution and brine and dehydrated with anhydrous MgSO4. The dehydrated... Reactants: ClC1=NC(=CC(=N1)CS(=O)(=O)C)N1CCOCC1 (2-Chloro-4-(methylsulfonylmethyl)-6-morpholin-4-yl-pyrimidine), CC1(OB(OC1(C)C)C1=CC=C(N)C=C1)C (4-(4,4,5,5-Tetramethyl-1,3,2-dioxaborolan-2-yl)aniline), aqueous solution, C([O-])([O-])=O.[Na+].[Na+] (sodium carbonate), dichlorobis(triphenylphosphine) palladium, COCCOC (DME). The solvent is O (water), C(C)O (ethanol), O (water), CN(C)C=O (DMF). Product: CS(=O)(=O)CC1=NC(=NC(=C1)N1CCOCC1)C1=CC=C(N)C=C1 (4-[4-(Methylsulfonylmethyl)-6-morpholin-4-yl-pyrimidin-2-yl]aniline). The yield is 26.9%. RXN SMILES: Cl[C:2]1[N:7]=[C:6]([CH2:8][S:9]([CH3:12])(=[O:11])=[O:10])[CH:5]=[C:4]([N:13]2[CH2:18][CH2:17][O:16][CH2:15][CH2:14]2)[N:3]=1.COCCOC.CC1(C)C(C)(C)OB([C:33]2[CH:39]=[CH:38][C:36]([NH2:37])=[CH:35][CH:34]=2)O1.C(=O)([O-])[O-].[Na+].[Na+]>CN(C=O)C.O.C(O)C>[CH3:12][S:9]([CH2:8][C:6]1[CH:5]=[C:4]([N:13]2[CH2:18][CH2:17][O:16][CH2:15][CH2:14]2)[N:3]=[C:2]([C:33]2[CH:39]=[CH:38][C:36]([NH2:37])=[CH:35][CH:34]=2)[N:7]=1)(=[O:11])=[O:10] |f:3.4.5|. Procedure: 2-Chloro-4-(methylsulfonylmethyl)-6-morpholin-4-yl-pyrimidine (5 g, 17.1 mmol), was dissolved in a mixture of DMF:DME:water:ethanol (16.5 mL:41 mL:18 mL:12 mL). 4-(4,4,5,5-Tetramethyl-1,3,2-dioxaborolan-2-yl)aniline (5.62 g, 25.6 mmol), a 2M aqueous solution of sodium carbonate (25 mL), and dichlorobis(triphenylphosphine) palladium (600 mg) were added and the mixture refluxed for 5 hours under a nitrogen atmosphere. The mixture was cooled, diluted with water and extracted into DCM. The organic l...